Task: describe an organic reaction: reactants, conditions, products, and yield. Dataset: the Open Reaction Database (ORD), a public repository of structured organic reaction records Procedure details: Ethyl iodide (o.47 mL, 6 mmol) was added to a stirred mixture of silver trifluoromethanesulfonate (1.35 g, 5.2 mmol) 2,6-di-tert-butylpyridine (1 g, 5.2 mmol) and 4-(2-hydroxy-ethyl)-1,3-dihydro-indol-2-one (0.53 g, 3 mmol) in dichloromethane (10 mL) at 0° C. The mixture was warmed to room temperature and stirred for 2 hours. The precipitate formed after 5-10 minutes changed color from yellow to brown. The reaction mixture was diluted with dichloromethane (100 mL) and washed with 1 N hydrochlori... Reagents/catalysts: FC(S(=O)(=O)[O-])(F)F.[Ag+] (silver trifluoromethanesulfonate). Yield: 29.2%. Reaction SMILES: [CH2:1](I)[CH3:2].[OH:4][CH2:5][CH2:6][C:7]1[CH:15]=[CH:14][CH:13]=[C:12]2[C:8]=1[CH2:9][C:10](=[O:16])[NH:11]2>ClCCl.FC(F)(F)S([O-])(=O)=O.[Ag+]>[CH2:1]([O:4][CH2:5][CH2:6][C:7]1[CH:15]=[CH:14][CH:13]=[C:12]2[C:8]=1[CH2:9][C:10](=[O:16])[NH:11]2)[CH3:2] |f:3.4|. Yields the product C(C)OCCC1=C2CC(NC2=CC=C1)=O (4-(2-ethoxy-ethyl)-1,3-dihydro-indol-2-one). Solvent: ClCCl (dichloromethane), ClCCl (dichloromethane). The reactants are C(C)I (Ethyl iodide), OCCC1=C2CC(NC2=CC=C1)=O (4-(2-hydroxy-ethyl)-1,3-dihydro-indol-2-one). Run at time 2 hour. Starting materials: O=C(Cl)c1ccccc1, Nc1ccc(Cl)c(C(F)(F)F)c1, c1ccncc1, c1ccccc1. The product is O=C(Nc1ccc(Cl)c(C(F)(F)F)c1)c1ccccc1. As a reaction SMILES: [C:1]([c:2]1[cH:3][cH:4][cH:5][cH:6][cH:7]1)(=[O:8])[Cl:9].[Cl:10][c:11]1[c:12]([C:18]([F:19])([F:20])[F:21])[cH:13][c:14]([NH2:15])[cH:16][cH:17]1.[cH:22]1[cH:23][cH:24][n:25][cH:26][cH:27]1.[cH:28]1[cH:29][cH:30][cH:31][cH:32][cH:33]1>>[C:1]([c:2]1[cH:3][cH:4][cH:5][cH:6][cH:7]1)(=[O:8])[NH:15][c:14]1[cH:13][c:12]([C:18]([F:19])([F:20])[F:21])[c:11]([Cl:10])[cH:17][cH:16]1. Reactants: CC1=C(N=CN1)CSCCN (2-(5-methyl-4-imidazolylmethylthio)ethylamine), CSC(S(=O)(=O)[O-])=NC (1-methylthio-1-methyliminomethanesulphonate). Solvent: C(C)#N (acetonitrile), C(C)#N (acetonitrile). Yields the product CNC(=NCCSCC=1N=CNC1C)S(=O)(=O)O (N-Methyl-N'-[2-(5-methyl-4-imidazolylmethylthio)ethyl]-amidinosulphonic acid). As a reaction SMILES: [CH3:1][C:2]1[NH:6][CH:5]=[N:4][C:3]=1[CH2:7][S:8][CH2:9][CH2:10][NH2:11].CS[C:14](=[N:19][CH3:20])[S:15]([O-:18])(=[O:17])=[O:16]>C(#N)C>[CH3:20][NH:19][C:14]([S:15]([OH:18])(=[O:17])=[O:16])=[N:11][CH2:10][CH2:9][S:8][CH2:7][C:3]1[N:4]=[CH:5][NH:6][C:2]=1[CH3:1]. Procedure: A solution of 1.43 g (0.0085 mole) of 2-(5-methyl-4-imidazolylmethylthio)ethylamine in dry acetonitrile (150 ml) was added dropwise, with stirring, to a solution of 1.43 g (0.0084 mole) of 1-methylthio-1-methyliminomethanesulphonate in dry acetonitrile (150) at 50°, giving an immediate white precipitation. After further warming at 70° for one hour, the mixture was stripped to dryness, dissolved in methanol and absorbed onto silica gel. Chromatography on a column of silica gel was performed with ... The reactants are Example 7(B) ( b ), C(C)C1(C(NNC1=O)=O)CCOC1OCCCC1 (4-ethyl-4-[2-(tetrahydro-2-pyranyloxy)ethyl]pyrazolidine-3,5-dione), C(C=CC=C)(=O)OC (methyl penta-2,4-dienoate). Yields the product C(C)C1(C(N2N(CC=CC2C(=O)OC)C1=O)=O)CCOC1OCCCC1 (methyl 2-ethyl-2,3,5,8-tetrahydro-1,3-dioxo-2-[2-(tetrahydro-2-pyranyloxy)ethyl]-1H-pyrazolo[1,2-a]pyridazine-5-carboxylate). The yield is 58.6%. As a reaction SMILES: [CH2:1]([C:3]1([CH2:10][CH2:11][O:12][CH:13]2[CH2:18][CH2:17][CH2:16][CH2:15][O:14]2)[C:7](=[O:8])[NH:6][NH:5][C:4]1=[O:9])[CH3:2].[C:19]([O:25][CH3:26])(=[O:24])[CH:20]=[CH:21][CH:22]=[CH2:23]>>[CH2:1]([C:3]1([CH2:10][CH2:11][O:12][CH:13]2[CH2:18][CH2:17][CH2:16][CH2:15][O:14]2)[C:4](=[O:9])[N:5]2[CH2:23][CH:22]=[CH:21][CH:20]([C:19]([O:25][CH3:26])=[O:24])[N:6]2[C:7]1=[O:8])[CH3:2]. Procedure: In a manner analogous to that described in Example 7(B) (b), from 7.75 g of 4-ethyl-4-[2-(tetrahydro-2-pyranyloxy)ethyl]pyrazolidine-3,5-dione and 3.7 g of methyl penta-2,4-dienoate there were obtained 6.49 g (59%) of methyl 2-ethyl-2,3,5,8-tetrahydro-1,3-dioxo-2-[2-(tetrahydro-2-pyranyloxy)ethyl]-1H-pyrazolo[1,2-a]pyridazine-5-carboxylate in the form of a white solid having a melting point of 96°-97° C. (from diethyl ether). Starting materials: O=C(n1ccnc1)n1ccnc1, C1CCOC1, NCCCN1CCOCC1, Cc1c(C)c2c(c(C)c1O)CCC(C)(C(=O)O)O2. Product: Cc1c(C)c2c(c(C)c1O)CCC(C)(C(=O)NCCCN1CCOCC1)O2. RXN SMILES: [C:19]([n:20]1[cH:21][cH:22][n:23][cH:24]1)([n:25]1[cH:26][cH:27][n:28][cH:29]1)=[O:30].[CH2:41]1[O:42][CH2:43][CH2:44][CH2:45]1.[O:31]1[CH2:32][CH2:33][N:34]([CH2:37][CH2:38][CH2:39][NH2:40])[CH2:35][CH2:36]1.[OH:1][c:2]1[c:3]([CH3:18])[c:4]2[c:9]([c:10]([CH3:13])[c:11]1[CH3:12])[O:8][C:7]([C:14](=[O:15])[OH:16])([CH3:17])[CH2:6][CH2:5]2>>[OH:1][c:2]1[c:3]([CH3:18])[c:4]2[c:9]([c:10]([CH3:13])[c:11]1[CH3:12])[O:8][C:7]([C:14](=[O:16])[NH:40][CH2:39][CH2:38][CH2:37][N:34]1[CH2:33][CH2:32][O:31][CH2:36][CH2:35]1)([CH3:17])[CH2:6][CH2:5]2. Starting materials: 10.6, N(=C=S)C1CCN(CC1)C(=O)OCC (ethyl 4-isothiocyanato-1-piperidinecarboxylate), ClC=1C=C(C(=CC1)NCC1=CC=CC=C1)N (4-chloro-N1 -(phenylmethyl)-1,2-benzenediamine). Run in O1CCCC1 (tetrahydrofuran). Reaction conditions: time 8 hour. Yields the product 21, ClC=1C=CC(=C(C1)NC(=S)NC1CCN(CC1)C(=O)OCC)NCC1=CC=CC=C1 (ethyl 4-[{[{5-chloro-2-[(phenylmethyl)amino]phenyl}amino]thioxomethyl}amino]-1-piperidinecarboxylate). The yield is 100.0%. As a reaction SMILES: [N:1]([CH:4]1[CH2:9][CH2:8][N:7]([C:10]([O:12][CH2:13][CH3:14])=[O:11])[CH2:6][CH2:5]1)=[C:2]=[S:3].[Cl:15][C:16]1[CH:17]=[C:18]([NH2:30])[C:19]([NH:22][CH2:23][C:24]2[CH:29]=[CH:28][CH:27]=[CH:26][CH:25]=2)=[CH:20][CH:21]=1>O1CCCC1>[Cl:15][C:16]1[CH:21]=[CH:20][C:19]([NH:22][CH2:23][C:24]2[CH:25]=[CH:26][CH:27]=[CH:28][CH:29]=2)=[C:18]([NH:30][C:2]([NH:1][CH:4]2[CH2:9][CH2:8][N:7]([C:10]([O:12][CH2:13][CH3:14])=[O:11])[CH2:6][CH2:5]2)=[S:3])[CH:17]=1. Procedure details: A mixture of 10.6 parts of ethyl 4-isothiocyanato-1-piperidinecarboxylate, 11.6 parts of 4-chloro-N1 -(phenylmethyl)-1,2-benzenediamine and 90 parts of tetrahydrofuran is stirred overnight at room temperature. The reaction mixture is evaporated, yielding 21 parts (100%) of ethyl 4-[{[{5-chloro-2-[(phenylmethyl)amino]phenyl}amino]thioxomethyl}amino]-1-piperidinecarboxylate; mp. 162° C. Starting materials: CC(=O)O, Cl, O=N[O-], COC(=O)c1nc(-c2ccccc2)cnc1N, [Na+]. Yields the product COC(=O)c1nc(-c2ccccc2)cnc1O. As a reaction SMILES: [C:23]([OH:24])(=[O:25])[CH3:26].[ClH:22].[N:18](=[O:19])[O-:20].[NH2:1][c:2]1[c:3]([C:14](=[O:15])[O:16][CH3:17])[n:4][c:5](-[c:8]2[cH:9][cH:10][cH:11][cH:12][cH:13]2)[cH:6][n:7]1.[Na+:21]>>[c:2]1([OH:19])[c:3]([C:14](=[O:15])[O:16][CH3:17])[n:4][c:5](-[c:8]2[cH:9][cH:10][cH:11][cH:12][cH:13]2)[cH:6][n:7]1.